Dataset: the Open Reaction Database (ORD), a public repository of structured organic reaction records. Task: describe an organic reaction: reactants, conditions, products, and yield Starting materials: N1(CCCCC1)CC=1C=C(C=CC1)O (3-(piperidinomethyl)phenol), NC1=C(C(C1=O)=O)NCCCCl (1-Amino-2-(3-chloropropylamino)cyclobut-1-ene-3,4-dione), [H-].[Na+] (Sodium hydride), [H-].[Na+] (sodium hydride). Solvent: CN(C=O)C (dimethylformamide), CN(C=O)C (dimethylformamide), CN(C=O)C (dimethylformamide). Run at temperature 0 celsius, time 150 minute. Yields the product N1(CCCCC1)CC=1C=C(OCCCNC2=C(C(C2=O)=O)N)C=CC1 (1-[3-[3-(Piperidinomethyl)phenoxy]prop-1-ylamino]-2-amino-cyclobut-1-ene-3,4-dione). RXN SMILES: [H-].[Na+].[N:3]1([CH2:9][C:10]2[CH:11]=[C:12]([OH:16])[CH:13]=[CH:14][CH:15]=2)[CH2:8][CH2:7][CH2:6][CH2:5][CH2:4]1.[NH2:17][C:18]1[C:21](=[O:22])[C:20](=[O:23])[C:19]=1[NH:24][CH2:25][CH2:26][CH2:27]Cl>CN(C)C=O>[N:3]1([CH2:9][C:10]2[CH:11]=[C:12]([CH:13]=[CH:14][CH:15]=2)[O:16][CH2:27][CH2:26][CH2:25][NH:24][C:19]2[C:20](=[O:23])[C:21](=[O:22])[C:18]=2[NH2:17])[CH2:8][CH2:7][CH2:6][CH2:5][CH2:4]1 |f:0.1|. Procedure details: A mixture of sodium hydride (0.16 g; 50% dispersion in oil) in dimethylformamide (20 ml) was cooled to 0° C. To this was added dropwise 3-(piperidinomethyl)phenol (0.6 g) in dimethylformamide (10 ml) and the mixture was allowed to warm to room temperature and stirred for 150 minutes. 1-Amino-2-(3-chloropropylamino)cyclobut-1-ene-3,4-dione (0.6 g) in dimethylformamide (30 ml) was added dropwise and the reaction mixture stirred for 20 hours. On examination by thin layer chromatography it was found... Run in C(C)O (ethanol), C(C)(=O)O (acetic acid). Reagents/catalysts: [Pd] (Pd/C). The reactants are NC1=NC=C(C(=N1)N)C1CCN(CC1)CC1=CC=CC=C1 (2,4-diamino-5-(1-benzyl-4-piperidinyl)pyrimidine). The product is NC1=NC=C(C(=N1)N)C1CCNCC1 (2,4-diamino-5-(4-piperidyl)-pyrimidine). Procedure details: A solution of 26 g of 2,4-diamino-5-(1-benzyl-4-piperidinyl)pyrimidine in 700 ml of ethanol and 20 ml of acetic acid was hydrogenated over 5 g of Pd/C 10% at room temperature and normal pressure up to the standstill of the hydrogen uptake, whereupon it was filtered off from catalyst. The filtrate was concentrated and the crystalline residue was dissolved in 100 ml of water. Chromatography on Dowex 1 (×10 200-400 mesh) (a cation exchange resin) gave 2,4-diamino-5-(4-piperidyl)-pyrimidine of melti... RXN SMILES: [NH2:1][C:2]1[N:7]=[C:6]([NH2:8])[C:5]([CH:9]2[CH2:14][CH2:13][N:12](CC3C=CC=CC=3)[CH2:11][CH2:10]2)=[CH:4][N:3]=1>C(O)C.C(O)(=O)C.[Pd]>[NH2:1][C:2]1[N:7]=[C:6]([NH2:8])[C:5]([CH:9]2[CH2:14][CH2:13][NH:12][CH2:11][CH2:10]2)=[CH:4][N:3]=1. Starting materials: C(CCCCCCC)N (octylamine), ClC=1C=C(C=CC1O)CC(=O)O (3-chloro-4-hydroxyphenylacetic acid), 1,1'-carboxyldiimidazole. The solvent is O1CCCC1 (THF), O1CCCC1 (THF), O1CCCC1 (tetrahydrofuran). Reaction conditions: time 30 minute. The product is C1(=CC=CC=C1)CC(=O)N (benzeneacetamide). RXN SMILES: Cl[C:2]1[CH:3]=[C:4]([CH2:9][C:10]([OH:12])=O)[CH:5]=[CH:6][C:7]=1O.C([NH2:21])CCCCCCC>O1CCCC1>[C:4]1([CH2:9][C:10]([NH2:21])=[O:12])[CH:5]=[CH:6][CH:7]=[CH:2][CH:3]=1. Procedure: To a solution of 2.61 g 1,1'-carboxyldiimidazole (CDI) in 60 ml of anhydrous tetrahydrofuran (THF) is added, dropwise, a solution of 3-chloro-4-hydroxyphenylacetic acid (3.00 g) in 20 ml THF under N2. The reaction solution is stirred for 30 minutes at room temperature following the addition and then refluxed for 30 minutes under N2 When the reaction solution is cooled to room temperature, a solution of 2.7 ml octylamine in 5 ml THF is added dropwise, and the resulting reaction solution is allowe... Reactants: C1=CC2=C(C=C1C=O)OCO2 (piperonal), S1C(=S)NC(=O)C1 (rhodanine), C(C)(=O)O (acetic acid). Solvent: O (water). Conditions: time 8 hour. Product: O1COC2=C1C=CC(=C2)C=C2C(NC(S2)=S)=O (5-[(1,3-benzodioxol-5-yl)methylene]-2-thioxo-4-thiazolidinone). Isolated yield 78.7%. RXN SMILES: [CH:1]1[C:6]([CH:7]=O)=[CH:5][C:4]2[O:9][CH2:10][O:11][C:3]=2[CH:2]=1.[S:12]1[CH2:18][C:16](=[O:17])[NH:15][C:13]1=[S:14].C(O)(=O)C>O>[O:11]1[C:3]2[CH:2]=[CH:1][C:6]([CH:7]=[C:18]3[S:12][C:13](=[S:14])[NH:15][C:16]3=[O:17])=[CH:5][C:4]=2[O:9][CH2:10]1. Reported procedure: Twenty grams (133.2 mmol) of piperonal were reacted with 17.74 g (133.2 mmol)of rhodanine in 38.24 g (466.2 mmol) of glacial acetic acid at reflux for about 3 hours. The mixture was then poured into water and stirred overnight. A precipitate formed which was recovered by filtration and then air dried overnight to provide 27.8 g of title product. m.p. 194°-195° C. The reactants are CC(C)(C)[Si](C)(C)Cl, Nc1ncccc1-c1ccc(O)cc1, CN(C)C=O, O, c1c[nH]cn1. The product is CC(C)(C)[Si](C)(C)Oc1ccc(-c2cccnc2N)cc1. RXN SMILES: [C:15]([CH3:16])([CH3:17])([CH3:18])[Si:19]([Cl:20])([CH3:21])[CH3:22].[NH2:1][c:2]1[n:3][cH:4][cH:5][cH:6][c:7]1-[c:8]1[cH:9][cH:10][c:11]([OH:14])[cH:12][cH:13]1.[O:29]=[CH:30][N:31]([CH3:32])[CH3:33].[OH2:28].[nH:23]1[cH:24][cH:25][n:26][cH:27]1>>[NH2:1][c:2]1[n:3][cH:4][cH:5][cH:6][c:7]1-[c:8]1[cH:9][cH:10][c:11]([O:14][Si:19]([C:15]([CH3:16])([CH3:17])[CH3:18])([CH3:21])[CH3:22])[cH:12][cH:13]1. Starting materials: CCOC(=O)c1cnc(N(C)C)[nH]c1=O, Cl, [Na+], [OH-], O. As a reaction SMILES: [CH3:1][N:2]([c:3]1[n:4][cH:5][c:6]([C:10](=[O:11])[O:12][CH2:13][CH3:14])[c:7](=[O:9])[nH:8]1)[CH3:15].[ClH:18].[Na+:17].[OH-:16].[OH2:19]>>[CH3:1][N:2]([c:3]1[n:4][cH:5][c:6]([C:10](=[O:11])[OH:12])[c:7](=[O:9])[nH:8]1)[CH3:15]. Product: CN(C)c1ncc(C(=O)O)c(=O)[nH]1. Starting materials: C1(=CC=CC2=CC=CC=C12)OC([C@@H](NC([C@@H](NC(=O)OCC1=CC=CC=C1)CC1=CC=CC=C1)=O)CCCN(C(NC(=O)OCC1=CC=CC=C1)=N)C(=O)OCC1=CC=CC=C1)=O (benzyloxycarbonyl-L-phenylalanyl-Nδ,Nω -dibenzyloxycarbonyl-L-arginine 1-naphthyl ester), [H][H] (hydrogen), Cl.O1CCOCC1 (hydrochloric acid dioxane). The reagents and catalysts are [C].[Pd] (palladium-carbon). The solvent is CN(C)C=O (DMF). Conditions: time 4 hour. Yields the product Cl.Cl.C1(=CC=CC2=CC=CC=C12)OC([C@@H](NC([C@@H](N)CC1=CC=CC=C1)=O)CCCNC(N)=N)=O (L-phenylalanyl-L-arginine 1-naphthyl ester dihydrochloride). Isolated yield 78.0%. As a reaction SMILES: [C:1]1([O:11][C:12](=[O:63])[C@H:13]([CH2:36][CH2:37][CH2:38][N:39](C(OCC2C=CC=CC=2)=O)[C:40](=[NH:52])[NH:41]C(OCC2C=CC=CC=2)=O)[NH:14][C:15](=[O:35])[C@H:16]([CH2:28][C:29]2[CH:34]=[CH:33][CH:32]=[CH:31][CH:30]=2)[NH:17]C(OCC2C=CC=CC=2)=O)[C:10]2[C:5](=[CH:6][CH:7]=[CH:8][CH:9]=2)[CH:4]=[CH:3][CH:2]=1.[ClH:64].O1CCOCC1.[H][H]>CN(C=O)C.[C].[Pd]>[ClH:64].[ClH:64].[C:1]1([O:11][C:12](=[O:63])[C@H:13]([CH2:36][CH2:37][CH2:38][NH:39][C:40](=[NH:41])[NH2:52])[NH:14][C:15](=[O:35])[C@H:16]([CH2:28][C:29]2[CH:30]=[CH:31][CH:32]=[CH:33][CH:34]=2)[NH2:17])[C:10]2[C:5](=[CH:6][CH:7]=[CH:8][CH:9]=2)[CH:4]=[CH:3][CH:2]=1 |f:1.2,5.6,7.8.9|. Procedure details: In DMF was dissolved 935 mg of the above ester, and to the resulting solution were added 0.5 g of 10% palladium-carbon (Pd-C) and 0.98 ml of a 2 N hydrochloric acid-dioxane solution, after which hydrogen gas was passed through the resulting mixture with ice-cooling and with stirring for 4 hrs. After the reaction, the Pd-C was removed by filtration, and 300 ml of anhydrous diethyl ether was added dropwise to the filtrate, upon which a powder was precipitated. The powder was collected by filtratio... Starting materials: CC=1N=C(N2N=C(N=C(C21)OC2=CC(=C(C(=C2)OC)OC)OC)C2=CC=C(C=C2)[N+](=O)[O-])C (5,7-Dimethyl-2-(4-nitrophenyl)-4-(3,4,5-trimethoxyphenoxy)imidazo[5,1-f][1,2,4]triazine), [H][H] (hydrogen). Reagents/catalysts: [Pd] (palladium on carbon). The solvent is CO (methanol). The product is CC=1N=C(N2N=C(N=C(C21)OC2=CC(=C(C(=C2)OC)OC)OC)C2=CC=C(N)C=C2)C (4-[5,7-Dimethyl-4-(3,4,5-trimethoxyphenoxy)imidazo[5,1-f][1,2,4]triazin-2-yl]-aniline). As a reaction SMILES: [CH3:1][C:2]1[N:3]=[C:4]([CH3:33])[N:5]2[C:10]=1[C:9]([O:11][C:12]1[CH:17]=[C:16]([O:18][CH3:19])[C:15]([O:20][CH3:21])=[C:14]([O:22][CH3:23])[CH:13]=1)=[N:8][C:7]([C:24]1[CH:29]=[CH:28][C:27]([N+:30]([O-])=O)=[CH:26][CH:25]=1)=[N:6]2.[H][H]>CO.[Pd]>[CH3:1][C:2]1[N:3]=[C:4]([CH3:33])[N:5]2[C:10]=1[C:9]([O:11][C:12]1[CH:17]=[C:16]([O:18][CH3:19])[C:15]([O:20][CH3:21])=[C:14]([O:22][CH3:23])[CH:13]=1)=[N:8][C:7]([C:24]1[CH:25]=[CH:26][C:27]([NH2:30])=[CH:28][CH:29]=1)=[N:6]2. Procedure: 70 mg (0.17 mmol) of 5,7-dimethyl-2-(4-nitrophenyl)-4-(3,4,5-trimethoxyphenoxy)-imidazo[5,1-f][1,2,4]triazine from example 14A are dissolved in methanol under argon. The mixture is treated with 20 mg of palladium on carbon (10% strength). It is hydrogenated for 5 h at a hydrogen pressure of 3 bar. The catalyst is then filtered off from the reaction mixture and the filtrate is concentrated under reduced pressure. The residue is purified by chromatography. (Eluent:dichloromethane/methanol 80:1). The reactants are N#Cc1cc(Cl)cc(Oc2c(F)ccc(CBr)c2F)c1, C1CCOC1, CO, N. Yields the product N#Cc1cc(Cl)cc(Oc2c(F)ccc(CN)c2F)c1. Reaction SMILES: [Br:4][CH2:5][c:6]1[c:7]([F:23])[c:8]([O:13][c:14]2[cH:15][c:16]([C:17]#[N:18])[cH:19][c:20]([Cl:22])[cH:21]2)[c:9]([F:12])[cH:10][cH:11]1.[CH2:24]1[O:25][CH2:26][CH2:27][CH2:28]1.[CH3:2][OH:3].[NH3:1]>>[NH2:1][CH2:5][c:6]1[c:7]([F:23])[c:8]([O:13][c:14]2[cH:15][c:16]([C:17]#[N:18])[cH:19][c:20]([Cl:22])[cH:21]2)[c:9]([F:12])[cH:10][cH:11]1.